This data is from the Open Reaction Database (ORD), a public repository of structured organic reaction records. The task is: describe an organic reaction: reactants, conditions, products, and yield Starting materials: OC(C(CO)NC(=O)OCC)C1=CC=C(C=C1)SC (1,3-dihydroxy-1-(4-methylthio-phenyl)-2-ethoxycarbonylamino-propane), potassium tert. butylate. Run in C1(=CC=CC=C1)C (toluene). Yields the product CSC1=CC=C(C=C1)C1C(NC(O1)=O)CO (5-(4-methylthio-phenyl)-4-hydroxymethyl-oxazolidin-2-one). Reaction SMILES: O[CH:2]([C:12]1[CH:17]=[CH:16][C:15]([S:18][CH3:19])=[CH:14][CH:13]=1)[CH:3]([NH:6][C:7]([O:9]CC)=[O:8])[CH2:4][OH:5]>C1(C)C=CC=CC=1>[CH3:19][S:18][C:15]1[CH:14]=[CH:13][C:12]([CH:2]2[O:9][C:7](=[O:8])[NH:6][CH:3]2[CH2:4][OH:5])=[CH:17][CH:16]=1. Procedure: Compound (H) (5 g; 17.5 mmols) has been dissolved in warm toluene (25 ml). To this solution, an equimolar amount of potassium tert. butylate has been added and the reaction mixture has been refluxed for 3 hours. Afterwards, almost all of the solvent has been evaporated; water and ice have been added to the residue and the precipitate has been collected by filtration. The thus obtained crude (J) has been recrystallized from ethanol (3.7 g; yield, 88%); m.p. 130°-131° C. Starting materials: ClC1=CC=C(C(=O)NC(CCN2CCC(CC2)C2OC(C3=CC=C(C(=C3C2)OC)C)CNC=O)C)C=C1 (4-chloro-N-{3-[4-(1-formylaminomethyl-5-methoxy-6-methyl-isochroman-3-yl)-piperidin-1-yl]-1-methylpropyl}-benzamide), [OH-].[Na+] (NaOH). Solvent: CO.C1CCOC1 (CH3OH THF). The product is NC[C@@H]1O[C@@H](CC2=C(C(=CC=C12)C)OC)C1CCN(CC1)CCC(C)NC(C1=CC=C(C=C1)Cl)=O (N-{3-[4-((1R,3S)-1-Aminomethyl-5-methoxy-6-methyl-isochroman-3-yl)-piperidin-1-yl]-1-methyl-propyl}-4-chloro-benzamide). RXN SMILES: [Cl:1][C:2]1[CH:37]=[CH:36][C:5]([C:6]([NH:8][CH:9]([CH3:35])[CH2:10][CH2:11][N:12]2[CH2:17][CH2:16][CH:15]([CH:18]3[CH2:27][C:26]4[C:21](=[CH:22][CH:23]=[C:24]([CH3:30])[C:25]=4[O:28][CH3:29])[CH:20]([CH2:31][NH:32]C=O)[O:19]3)[CH2:14][CH2:13]2)=[O:7])=[CH:4][CH:3]=1.[OH-].[Na+]>CO.C1COCC1>[NH2:32][CH2:31][C@H:20]1[C:21]2[C:26](=[C:25]([O:28][CH3:29])[C:24]([CH3:30])=[CH:23][CH:22]=2)[CH2:27][C@@H:18]([CH:15]2[CH2:16][CH2:17][N:12]([CH2:11][CH2:10][CH:9]([NH:8][C:6](=[O:7])[C:5]3[CH:36]=[CH:37][C:2]([Cl:1])=[CH:3][CH:4]=3)[CH3:35])[CH2:13][CH2:14]2)[O:19]1 |f:1.2,3.4|. Procedure: Stir and heat at 70° C. a solution of 4-chloro-N-{3-[4-(1-formylaminomethyl-5-methoxy-6-methyl-isochroman-3-yl)-piperidin-1-yl]-1-methylpropyl}-benzamide in CH3OH/THF (10 mL of 1:1 solution) and of 15% NaOH solution (2 mL) for 4 hours. Concentrate the reaction mixture, and extract three times with EtOAc (2 mL). Wash the combined organic phase sequentially with H2O (2 mL), brine (2 mL), and then dry over MgSO4. Concentrate and purify the crude product on a 2 g SCX column. Starting materials: ClC1=CC=C(C=C1)N1N=C2C(=C1C(C(=O)NC1CCCCC1)C1CCCCC1)CCC2 (2-[2-(4-Chloro-phenyl)-2,4,5,6-tetrahydro-cyclopentapyrazol-3-yl]-2,N-dicyclohexyl-acetamide), ClC1=CC=C(C=C1)N1N=C2C(=C1C(COS(=O)(=O)C)C1CCCCC1)CCC2 (Methanesulfonic acid 2-[2-(4-chloro-phenyl)-2,4,5,6-tetrahydro-cyclopentapyrazol-3-yl]-2-cyclohexyl-ethyl ester), C(CC(O)(C(=O)O)CC(=O)O)(=O)O (citric acid), C(=O)([O-])[O-].[K+].[K+] (K2CO3). Run in CN(C)C=O (DMF), CCOC(=O)C (EtOAc), CN(C)C=O (DMF). Run at temperature 0 celsius, time 15 minute. Yields the product COC(C1=CN=C(C=C1)OCC(C1CCCCC1)C=1N(N=C2C1CCC2)C2=CC=C(C=C2)Cl)=O (6-{2-[2-(4-Chloro-phenyl)-2,4,5,6-tetrahydro-cyclopentapyrazol-3-yl]-2-cyclohexyl-ethoxy}-nicotinic acid methyl ester). Yield: 67.0%. RXN SMILES: [Cl:1][C:2]1[CH:7]=[CH:6][C:5]([N:8]2[C:12]([CH:13]([CH:23]3[CH2:28][CH2:27][CH2:26][CH2:25][CH2:24]3)[C:14](NC3CCCCC3)=[O:15])=[C:11]3[CH2:29][CH2:30][CH2:31][C:10]3=[N:9]2)=[CH:4][CH:3]=1.[C:32]([O-])([O-])=[O:33].[K+].[K+].ClC1C=CC([N:45]2[C:49]([CH:50]([CH:57]3[CH2:62][CH2:61]CCC3)[CH2:51][O:52]S(C)(=O)=O)=C3CCCC3=N2)=CC=1.C(O)(=O)CC(CC(O)=O)(C(O)=O)O>CN(C=O)C.CCOC(C)=O>[CH3:32][O:33][C:51](=[O:52])[C:50]1[CH:57]=[CH:62][C:61]([O:15][CH2:14][CH:13]([C:12]2[N:8]([C:5]3[CH:6]=[CH:7][C:2]([Cl:1])=[CH:3][CH:4]=3)[N:9]=[C:10]3[CH2:31][CH2:30][CH2:29][C:11]=23)[CH:23]2[CH2:28][CH2:27][CH2:26][CH2:25][CH2:24]2)=[N:45][CH:49]=1 |f:1.2.3|. Procedure details: To a solution of methyl 6-hydroxynicotinate 4 (80 mg, 0.19 mmol; CAS Reg. No. 10128-91-3) in dry DMF (3 ml) was added dry K2CO3 (29 mg, 0.226 mmol) at 0° C. The reaction mixture was stirred for 15 minutes at 0° C. Methanesulfonic acid 2-[2-(4-chloro-phenyl)-2,4,5,6-tetrahydro-cyclopentapyrazol-3-yl]-2-cyclohexyl-ethyl ester (35 mg, 0.227 mmol) dissolved in dry DMF (1 ml) was added at 0° C. The reaction mixture was heated to 100° C. in a sealed tube for 12 h. 10% Aqueous citric acid solution (10 ... Starting materials: [BH4-].[Na+] (Sodium borohydride), NC1=C(C=CC=C1)C(C)=O (o-aminoacetophenone). The solvent is CO (methanol). Product: OC(C)C1=C(N)C=CC=C1 (2-(1-hydroxyethyl)aniline). The yield is 64.0%. As a reaction SMILES: [BH4-].[Na+].[NH2:3][C:4]1[CH:9]=[CH:8][CH:7]=[CH:6][C:5]=1[C:10](=[O:12])[CH3:11]>CO>[OH:12][CH:10]([C:5]1[CH:6]=[CH:7][CH:8]=[CH:9][C:4]=1[NH2:3])[CH3:11] |f:0.1|. Procedure details: Sodium borohydride (40 g, 1.0 mol) was added portion wise to a stirred solution of o-aminoacetophenone (80 g) in methanol (800 ml) at 0°, allowing the effervescence to subside between each addition. Cooling was removed and the mixture allowed to warm to reflux temperature to complete the reaction. When cool, the solvent was evaporated and the residue partioned between dichloromethane-water. The organic solution was washed successively with water and brine, dried (anhyd. MgSO4), filtered and evap... Starting materials: CC(C)(CCN=[N+]=[N-])CC1NC(C(=O)NCCC2COC(C)(C)O2)C(c2cccc(Cl)c2F)C1(C#N)c1ccc(Cl)cc1F, Cl, C1CCOC1. Product: CC(C)(CCN=[N+]=[N-])CC1NC(C(=O)NCCC(O)CO)C(c2cccc(Cl)c2F)C1(C#N)c1ccc(Cl)cc1F. As a reaction SMILES: [CH3:1][C:2]1([CH3:44])[O:3][CH2:4][CH:5]([CH2:7][CH2:8][NH:9][C:10](=[O:11])[CH:12]2[NH:13][CH:14]([CH2:35][C:36]([CH2:37][CH2:38][N:39]=[N+:40]=[N-:41])([CH3:42])[CH3:43])[C:15]([C:25]#[N:26])([c:27]3[c:28]([F:34])[cH:29][c:30]([Cl:33])[cH:31][cH:32]3)[CH:16]2[c:17]2[c:18]([F:24])[c:19]([Cl:23])[cH:20][cH:21][cH:22]2)[O:6]1.[ClH:45].[O:46]1[CH2:47][CH2:48][CH2:49][CH2:50]1>>[OH:3][CH2:4][CH:5]([OH:6])[CH2:7][CH2:8][NH:9][C:10](=[O:11])[CH:12]1[NH:13][CH:14]([CH2:35][C:36]([CH2:37][CH2:38][N:39]=[N+:40]=[N-:41])([CH3:42])[CH3:43])[C:15]([C:25]#[N:26])([c:27]2[c:28]([F:34])[cH:29][c:30]([Cl:33])[cH:31][cH:32]2)[CH:16]1[c:17]1[c:18]([F:24])[c:19]([Cl:23])[cH:20][cH:21][cH:22]1. Reactants: C(C=C)NC1=C(C(=O)OC)C=CC(=N1)C (2-allylamino-6-methylnicotinic acid, methyl ester), C(C)C(C(=O)Cl)C(=O)Cl (ethyl malonyl chloride), C(C)OCC (diethyl ether). Run at time 4 hour. The product is C(C)OC(=O)C=1C(N(C2=NC(=CC=C2C1O)C)CC=C)=O (1-Allyl-1,2-dihydro-4-hydroxy-7-methyl-2-oxo-1,8-naphthyridine-3-carboxylic acid ethyl ester). RXN SMILES: [CH2:1]([NH:4][C:5]1[N:14]=[C:13]([CH3:15])[CH:12]=[CH:11][C:6]=1[C:7](OC)=[O:8])[CH:2]=[CH2:3].C([CH:18]([C:22](Cl)=[O:23])[C:19](Cl)=[O:20])C.[CH2:25]([O:27]CC)[CH3:26]>>[CH2:25]([O:27][C:22]([C:18]1[C:19](=[O:20])[N:4]([CH2:1][CH:2]=[CH2:3])[C:5]2[C:6]([C:7]=1[OH:8])=[CH:11][CH:12]=[C:13]([CH3:15])[N:14]=2)=[O:23])[CH3:26]. Procedure: To a solution of 2.88 g. (0.015 mole) of 2-allylamino-6-methylnicotinic acid, methyl ester in 50 ml. of anhydrous diethyl ether was added 1.12 g. (0.0075 mole) of ethyl malonyl chloride. The mixture was stirred at room temperature for 4 hours. The mixture was filtered and the filtrate was evaporated in a rotary evaporator. The residue was dissolved in 5 ml. of ethanol and this solution was added to a solution of 0.23 g. (0.01 g. atoms) of sodium in 20 ml. of ethanol. The mixture was stirred at r... Starting materials: C(C)(C)O (isopropyl alcohol), BrC=1C=C2C(=CNC2=CC1)C(C(=O)N(C)C)=O (5-bromo-N,N-dimethyl-α-oxo-1H-indole-3-acetamide), [H-].[Al+3].[Li+].[H-].[H-].[H-] (lithium aluminium hydride), [OH-].[Na+] (NaOH). Solvent: IMS, O1CCCC1 (tetrahydrofuran), O1CCCC1 (tetrahydrofuran). Product: BrC=1C=C2C(=CNC2=CC1)CCN(C)C (5-Bromo-3-[2-(dimethylamino)ethyl]-1H-indole). Yield: 74.5%. Reaction SMILES: [Br:1][C:2]1[CH:3]=[C:4]2[C:8](=[CH:9][CH:10]=1)[NH:7][CH:6]=[C:5]2[C:11](=O)[C:12]([N:14]([CH3:16])[CH3:15])=O.[H-].[Al+3].[Li+].[H-].[H-].[H-].C(O)(C)C.[OH-].[Na+]>O1CCCC1>[Br:1][C:2]1[CH:3]=[C:4]2[C:8](=[CH:9][CH:10]=1)[NH:7][CH:6]=[C:5]2[CH2:11][CH2:12][N:14]([CH3:15])[CH3:16] |f:1.2.3.4.5.6,8.9|. Procedure details: A solution of 5-bromo-N,N-dimethyl-α-oxo-1H-indole-3-acetamide (from step (a), 19.85 g, 67.3 mmol) in tetrahydrofuran (100 ml) was added dropwise to a slurry of lithium aluminium hydride (7.66 g, 0.2 mol) in tetrahydrofuran (20 ml) under a nitrogen atmosphere, maintaining the temperature below 5° C. The yellow green slurry was then warmed to ambient temperature and then brought to gentle reflux. Reflux was maintained for 5 hr after which time the reaction mixture was cooled to 0° C. and isopropy... Reaction SMILES: [NH2:1][C:2]1[C:10]2[C:5](=[N:6][CH:7]=[N:8][C:9]=2[NH:11][C:12]2[CH:17]=[CH:16][CH:15]=[C:14]([Cl:18])[CH:13]=2)[NH:4][N:3]=1.C(O)(=O)C.[CH3:23][N:24]1[N:28]=[N:27][C:26]([C:29]2[CH:30]=[C:31]([CH:34]=[CH:35][CH:36]=2)[CH:32]=O)=[N:25]1>CO>[Cl:18][C:14]1[CH:13]=[C:12]([NH:11][C:9]2[N:8]=[CH:7][N:6]=[C:5]3[NH:4][N:3]=[C:2]([N:1]=[CH:32][C:31]4[CH:34]=[CH:35][CH:36]=[C:29]([C:26]5[N:27]=[N:28][N:24]([CH3:23])[N:25]=5)[CH:30]=4)[C:10]=23)[CH:17]=[CH:16][CH:15]=1. Starting materials: NC1=NNC2=NC=NC(=C21)NC2=CC(=CC=C2)Cl (3-amino-4-(3-chlorophenylamino)-1H-pyrazolo[3,4-d]pyrimidine), C(C)(=O)O (acetic acid), CN1N=C(N=N1)C=1C=C(C=O)C=CC1 (3-(2-methyl-tetrazol-5-yl)-benzaldehyde). The product is ClC=1C=C(C=CC1)NC1=C2C(=NC=N1)NN=C2N=CC2=CC(=CC=C2)C=2N=NN(N2)C (4-(3-chloro-phenylamino)-3-[{3-(2-methyl-tetrazol-5-yl)-phenyl}-methyleneamino]-1H-pyrazolo[3,4-d]pyrimidine). Run in CO (methanol). Reported procedure: Analogously to Example 32, 521 mg (2.00 mmol) of 3-amino-4-(3-chlorophenylamino)-1H-pyrazolo[3,4-d]pyrimidine (see Step 1.6) and 343 μl of acetic acid are dissolved in 50 ml of methanol and reacted with 565 mg (3.0 mmol) of 3-(2-methyl-tetrazol-5-yl)-benzaldehyde to form 4-(3-chloro-phenylamino)-3-[{3-(2-methyl-tetrazol-5-yl)-phenyl}-methyleneamino]-1H-pyrazolo[3,4-d]pyrimidine. Reduction of the above intermediate in 30 ml of DMEU with 16 ml (16 mmol) of DIBAL-H, analogous working-up and digesti... Reactants: CC(CC=1N=C(N(C1)S(=O)(=O)N(C)C)C(CC1=CC=C(C=C1)C1=NC=C(C=C1)F)(C)O)(C)C (4-(2,2-dimethylpropyl)-2-{2-[4-(5-fluoropyridin-2-yl)phenyl]-1-hydroxy-1-methylethyl}-N,N-dimethyl-1H-imidazole-1-sulfonamide), S(O)(O)(=O)=O.C(C)#N (sulfuric acid acetonitrile), [OH-].[Na+] (sodium hydroxide). Run at temperature 140 celsius, time 8 hour. Yields the product CC(CC=1N=C(NC1)C(CC1=CC=C(C=C1)C1=NC=C(C=C1)F)(C)NC(C)=O)(C)C (N-{1-[4-(2,2-dimethylpropyl)-1H-imidazol-2-yl]-2-[4-(5-fluoropyridin-2-yl)phenyl]-1-methylethyl}acetamide). Reaction SMILES: [CH3:1][C:2]([CH3:33])([CH3:32])[CH2:3][C:4]1[N:5]=[C:6]([C:15](O)([CH3:30])[CH2:16][C:17]2[CH:22]=[CH:21][C:20]([C:23]3[CH:28]=[CH:27][C:26]([F:29])=[CH:25][N:24]=3)=[CH:19][CH:18]=2)[N:7](S(N(C)C)(=O)=O)[CH:8]=1.[OH-:34].[Na+].S(=O)(=O)(O)O.[C:41](#[N:43])[CH3:42]>>[CH3:32][C:2]([CH3:33])([CH3:1])[CH2:3][C:4]1[N:5]=[C:6]([C:15]([NH:43][C:41](=[O:34])[CH3:42])([CH3:30])[CH2:16][C:17]2[CH:22]=[CH:21][C:20]([C:23]3[CH:28]=[CH:27][C:26]([F:29])=[CH:25][N:24]=3)=[CH:19][CH:18]=2)[NH:7][CH:8]=1 |f:1.2,3.4|. Reported procedure: 4-(2,2-dimethylpropyl)-2-{2-[4-(5-fluoropyridin-2-yl)phenyl]-1-hydroxy-1-methylethyl}-N,N-dimethyl-1H-imidazole-1-sulfonamide (for synthesis see Example 15) (20 mg, 0.042 mmol) was dissolved in sulfuric acid/acetonitrile (1:1) (2 mL). After stirring at 140° C. overnight, the reaction mixture was cooled to ambient temperature, neutralized with aqueous sodium hydroxide and extracted with chloroform. The combined organic extracts were dried (magnesium sulfate), filtered, and concentrated in vacuo t...